The task is: describe an organic reaction: reactants, conditions, products, and yield. This data is from the Open Reaction Database (ORD), a public repository of structured organic reaction records. Reactants: BrC1=C(N=C2N1C=C(C(=N2)C2=CC=C(C=O)C=C2)C2=CC=CC=C2)C (4-(3-Bromo-2-methyl-6-phenylimidazo[1,2-a]pyrimidin-7-yl)benzaldehyde), C(=O)(O)[O-].[Na+] (NaHCO3), N1CC(C1)C1=NC(=NN1)C1=NC=CC=C1 (2-(5-Azetidine-3-yl-[1,2,4]triazole-3-yl)-pyridine), [BH-](OC(=O)C)(OC(=O)C)OC(=O)C.[Na+] (NaBH(OAc)3). Run in C(C)(=O)O (acetic acid), C(C)N(CC)CC (triethylamine), CN1CCCC1=O (NMP). Reaction conditions: time 1 hour. Product: BrC1=C(N=C2N1C=C(C(=N2)C2=CC=C(C=C2)CN2CC(C2)C2=NNC(=N2)C2=NC=CC=C2)C2=CC=CC=C2)C (3-bromo-2-methyl-6-phenyl-7-{4-[3-(5-pyridine-2-yl-1H-[1,2,4]triazole-3-yl]-azetidine-1-ylmethyl]-phenyl}-imidazo[1,2-a]pyrimidine). RXN SMILES: [NH:1]1[CH2:4][CH:3]([C:5]2[NH:9][N:8]=[C:7]([C:10]3[CH:15]=[CH:14][CH:13]=[CH:12][N:11]=3)[N:6]=2)[CH2:2]1.[Br:16][C:17]1[N:21]2[CH:22]=[C:23]([C:34]3[CH:39]=[CH:38][CH:37]=[CH:36][CH:35]=3)[C:24]([C:26]3[CH:33]=[CH:32][C:29]([CH:30]=O)=[CH:28][CH:27]=3)=[N:25][C:20]2=[N:19][C:18]=1[CH3:40].[BH-](OC(C)=O)(OC(C)=O)OC(C)=O.[Na+].C([O-])(O)=O.[Na+]>CN1C(=O)CCC1.C(O)(=O)C.C(N(CC)CC)C>[Br:16][C:17]1[N:21]2[CH:22]=[C:23]([C:34]3[CH:35]=[CH:36][CH:37]=[CH:38][CH:39]=3)[C:24]([C:26]3[CH:27]=[CH:28][C:29]([CH2:30][N:1]4[CH2:4][CH:3]([C:5]5[N:6]=[C:7]([C:10]6[CH:15]=[CH:14][CH:13]=[CH:12][N:11]=6)[NH:8][N:9]=5)[CH2:2]4)=[CH:32][CH:33]=3)=[N:25][C:20]2=[N:19][C:18]=1[CH3:40] |f:2.3,4.5|. Reported procedure: 147.6 mg 2-(5-Azetidine-3-yl-[1,2,4]triazole-3-yl)-pyridine×2HCl (intermediate example 44.0) are dissolved in 4.3 ml NMP. After addition of 0.16 ml triethylamine the reaction mixture is stirred for one hour. 192 mg (0.49 mmol) 4-(3-Bromo-2-methyl-6-phenylimidazo[1,2-a]pyrimidin-7-yl)benzaldehyde and 0.05 mL acetic acid are added and the reaction mixture is stirred for 23 hours at room temperature. 114.1 mg (0.54 mmol) NaBH(OAc)3, are added in portions and the reaction mixture is stirred at room ... Starting materials: CC12CCN(CCC1OC(N2)=O)C(=O)OCC2=CC=CC=C2 (benzyl 3a-methyl-2-oxo-3,4,5,7,8,8a-hexahydrooxazolo[4,5-d]azepine-6-carboxylate), CC1=CCC=CC1 (1-methyl-1,4-cyclohexadiene), residue, ClC1=C(C=NN1C)[N+](=O)[O-] (5-chloro-1-methyl-4-nitro-pyrazole), [F-].[K+] (potassium fluoride). Reagents/catalysts: [Pd] (palladium on carbon). The solvent is CCO (EtOH), CS(=O)C (DMSO). Run at temperature 60 celsius. Product: CC12CCN(CCC1OC(N2)=O)C=2N(N=CC2[N+](=O)[O-])C (3a-Methyl-6-(2-methyl-4-nitro-pyrazol-3-yl)-3,4,5,7,8,8a-hexahydrooxazolo[4,5-d]azepin-2-one). RXN SMILES: [CH3:1][C:2]12[NH:11][C:10](=[O:12])[O:9][CH:8]1[CH2:7][CH2:6][N:5]([C:13](OCC1C=CC=CC=1)=O)[CH2:4][CH2:3]2.CC1CC=CCC=1.Cl[C:31]1[N:35](C)[N:34]=[CH:33][C:32]=1[N+:37]([O-:39])=[O:38].[F-].[K+]>CCO.[Pd].CS(C)=O>[CH3:1][C:2]12[NH:11][C:10](=[O:12])[O:9][CH:8]1[CH2:7][CH2:6][N:5]([C:13]1[N:34]([CH3:33])[N:35]=[CH:31][C:32]=1[N+:37]([O-:39])=[O:38])[CH2:4][CH2:3]2 |f:3.4|. Procedure: To a solution of benzyl 3a-methyl-2-oxo-3,4,5,7,8,8a-hexahydrooxazolo[4,5-d]azepine-6-carboxylate (305 mg, 1.0 mmol) and 1-methyl-1,4-cyclohexadiene (1.1 mL, 10.00 mmol) in EtOH (10 mL) was added 10% palladium on carbon (53 mg, 0.50 mmol) under nitrogen and the mixture was heated at 60° C. for 2 hr. The mixture was cooled to room temperature, filtered through Celite® and concentrated under reduced pressure. To a solution of the residue (170 mg, 1.00 mmol) in DMSO (5 mL) was added 5-chloro-1-meth... Reactants: ClCOCc1ccccc1, CN(C)C=O, c1cn[nH]c1. Product: c1ccc(COCn2cccn2)cc1. As a reaction SMILES: [Cl:1][CH2:2][O:3][CH2:4][c:5]1[cH:6][cH:7][cH:8][cH:9][cH:10]1.[O:16]=[CH:17][N:18]([CH3:19])[CH3:20].[nH:11]1[n:12][cH:13][cH:14][cH:15]1>>[CH2:2]([O:3][CH2:4][c:5]1[cH:6][cH:7][cH:8][cH:9][cH:10]1)[n:11]1[n:12][cH:13][cH:14][cH:15]1. Reactants: COc1cccc2c1CCC2n1cccc(C(=O)Nc2ccc(Br)cc2)c1=O, O=C([O-])[O-], CCOC(C)=O, [Na+], [Na+], CN(C)C=O, OB(O)c1ccc(O)cc1, c1ccc(P(c2ccccc2)(c2ccccc2)[Pd](P(c2ccccc2)(c2ccccc2)c2ccccc2)(P(c2ccccc2)(c2ccccc2)c2ccccc2)P(c2ccccc2)(c2ccccc2)c2ccccc2)cc1. The product is COc1cccc2c1CCC2n1cccc(C(=O)Nc2ccc(-c3ccc(O)cc3)cc2)c1=O. Reaction SMILES: [Br:1][c:2]1[cH:3][cH:4][c:5]([NH:8][C:9](=[O:10])[c:11]2[c:12](=[O:28])[n:13]([CH:17]3[CH2:18][CH2:19][c:20]4[c:21]([O:26][CH3:27])[cH:22][cH:23][cH:24][c:25]43)[cH:14][cH:15][cH:16]2)[cH:6][cH:7]1.[C:39](=[O:40])([O-:41])[O-:42].[CH3:50][CH2:51][O:52][C:53](=[O:54])[CH3:55].[Na+:43].[Na+:44].[O:45]=[CH:46][N:47]([CH3:48])[CH3:49].[OH:29][c:30]1[cH:31][cH:32][c:33]([B:36]([OH:37])[OH:38])[cH:34][cH:35]1.[cH:56]1[cH:57][cH:58][c:59]([P:60]([Pd:61]([P:62]([c:63]2[cH:64][cH:65][cH:66][cH:67][cH:68]2)([c:69]2[cH:70][cH:71][cH:72][cH:73][cH:74]2)[c:75]2[cH:76][cH:77][cH:78][cH:79][cH:80]2)([P:81]([c:82]2[cH:83][cH:84][cH:85][cH:86][cH:87]2)([c:88]2[cH:89][cH:90][cH:91][cH:92][cH:93]2)[c:94]2[cH:95][cH:96][cH:97][cH:98][cH:99]2)[P:100]([c:101]2[cH:102][cH:103][cH:104][cH:105][cH:106]2)([c:107]2[cH:108][cH:109][cH:110][cH:111][cH:112]2)[c:113]2[cH:114][cH:115][cH:116][cH:117][cH:118]2)([c:119]2[cH:120][cH:121][cH:122][cH:123][cH:124]2)[c:125]2[cH:126][cH:127][cH:128][cH:129][cH:130]2)[cH:131][cH:132]1>>[c:2]1(-[c:33]2[cH:32][cH:31][c:30]([OH:29])[cH:35][cH:34]2)[cH:3][cH:4][c:5]([NH:8][C:9](=[O:10])[c:11]2[c:12](=[O:28])[n:13]([CH:17]3[CH2:18][CH2:19][c:20]4[c:21]([O:26][CH3:27])[cH:22][cH:23][cH:24][c:25]43)[cH:14][cH:15][cH:16]2)[cH:6][cH:7]1. Starting materials: [N+](=O)([O-])C=1C=C(C=CC1)NC(CCC)=O (N-(3-nitrophenyl)butyramide), two, [H][H] (hydrogen). The reagents and catalysts are [Pd] (palladium on carbon). Solvent: CO (MeOH). The product is NC=1C=C(C=CC1)NC(CCC)=O (N-(3-aminophenyl)butyramide). Reaction SMILES: [N+:1]([C:4]1[CH:5]=[C:6]([NH:10][C:11](=[O:15])[CH2:12][CH2:13][CH3:14])[CH:7]=[CH:8][CH:9]=1)([O-])=O.[H][H]>CO.[Pd]>[NH2:1][C:4]1[CH:5]=[C:6]([NH:10][C:11](=[O:15])[CH2:12][CH2:13][CH3:14])[CH:7]=[CH:8][CH:9]=1. Procedure: A solution of N-(3-nitrophenyl)butyramide (8.60 g, 41.3 mmol) in MeOH (207 mL) was divided between two 500 mL flasks with stir bars. Each flask was flushed well with nitrogen, then 5% palladium on carbon (4.40 g, 2.065 mmol) was added, half to each flask. A 3-way adapter with a large hydrogen-filled balloon was attached to each flask, and the reactions were evacuated and back-filled with hydrogen five times, while stirring vigorously. The reactions were then stirred for 16 h, then filtered throu... The reactants are C(=O)(C=1NC=CN1)C=1NC=CN1 (Carbonyl diimidazole), ONC(=O)C1CSC1 (thietane-3-carboxylic acid hydroxyamide), C(C)#N (acetonitrile), CO (methanol). Conditions: time 8 hour. The product is COC(NC1CSC1)=O (thietan-3-yl-carbamic acid methyl ester). RXN SMILES: [C:1](C1NC=CN=1)(C1NC=CN=1)=[O:2].ONC([CH:17]1[CH2:20][S:19][CH2:18]1)=O.C[OH:22].[C:23](#[N:25])C>>[CH3:1][O:2][C:23](=[O:22])[NH:25][CH:17]1[CH2:18][S:19][CH2:20]1. Procedure details: Carbonyl diimidazole (0.194 g, 1.20 mmol) was added to a solution of thietane-3-carboxylic acid hydroxyamide (0.133 g, 1.00 mmol) in acetonitrile (2.0 ml). After heating the resulting mixture at 60 C for 16 h, methanol (0.1 ml) was added and the reaction mixture was stirred at room temperature for further 8 h. The reaction was quenched by adding aquous ammonium chloride, diluted with water and extracted (3×) with ethyl acetate. The organic phase was evaporated under reduced pressure and the resu... Starting materials: COC(=O)c1ccc(B(O)O)cc1, COCCOC, COC1CCC(N2CCC(Cc3c(Cl)cc(OS(=O)(=O)C(F)(F)F)cc3Cl)C2=O)CC1, [K+], [K+], O=C([O-])[O-], c1ccc(P(c2ccccc2)(c2ccccc2)[Pd](P(c2ccccc2)(c2ccccc2)c2ccccc2)(P(c2ccccc2)(c2ccccc2)c2ccccc2)P(c2ccccc2)(c2ccccc2)c2ccccc2)cc1. Product: COC(=O)c1ccc(-c2cc(Cl)c(CC3CCN(C4CCC(OC)CC4)C3=O)c(Cl)c2)cc1. RXN SMILES: [CH3:32][O:33][C:34](=[O:35])[c:36]1[cH:37][cH:38][c:39]([B:42]([OH:43])[OH:44])[cH:40][cH:41]1.[CH3:51][O:52][CH2:53][CH2:54][O:55][CH3:56].[Cl:1][c:2]1[cH:3][c:4]([O:24][S:25]([C:26]([F:27])([F:28])[F:29])(=[O:30])=[O:31])[cH:5][c:6]([Cl:23])[c:7]1[CH2:8][CH:9]1[C:10](=[O:22])[N:11]([CH:14]2[CH2:15][CH2:16][CH:17]([O:20][CH3:21])[CH2:18][CH2:19]2)[CH2:12][CH2:13]1.[K+:45].[K+:46].[O-:47][C:48]([O-:49])=[O:50].[cH:57]1[cH:58][cH:59][c:60]([P:61]([Pd:62]([P:63]([c:64]2[cH:65][cH:66][cH:67][cH:68][cH:69]2)([c:70]2[cH:71][cH:72][cH:73][cH:74][cH:75]2)[c:76]2[cH:77][cH:78][cH:79][cH:80][cH:81]2)([P:82]([c:83]2[cH:84][cH:85][cH:86][cH:87][cH:88]2)([c:89]2[cH:90][cH:91][cH:92][cH:93][cH:94]2)[c:95]2[cH:96][cH:97][cH:98][cH:99][cH:100]2)[P:101]([c:102]2[cH:103][cH:104][cH:105][cH:106][cH:107]2)([c:108]2[cH:109][cH:110][cH:111][cH:112][cH:113]2)[c:114]2[cH:115][cH:116][cH:117][cH:118][cH:119]2)([c:120]2[cH:121][cH:122][cH:123][cH:124][cH:125]2)[c:126]2[cH:127][cH:128][cH:129][cH:130][cH:131]2)[cH:132][cH:133]1>>[Cl:1][c:2]1[cH:3][c:4](-[c:39]2[cH:38][cH:37][c:36]([C:34]([O:33][CH3:32])=[O:35])[cH:41][cH:40]2)[cH:5][c:6]([Cl:23])[c:7]1[CH2:8][CH:9]1[C:10](=[O:22])[N:11]([CH:14]2[CH2:15][CH2:16][CH:17]([O:20][CH3:21])[CH2:18][CH2:19]2)[CH2:12][CH2:13]1. As a reaction SMILES: [O:1]=[C:2]1[NH:7][C:6]2[CH:8]=[C:9]([C:12](OC)=[O:13])[CH:10]=[N:11][C:5]=2[N:4]2[CH2:16][CH2:17][S:18][CH2:19][CH:3]12.[H-].[Na+].[H-].[Al+3].[Li+].[H-].[H-].[H-].CO>O1CCCC1.O.C(OCC)(=O)C>[OH:13][CH2:12][C:9]1[CH:10]=[N:11][C:5]2[N:4]3[CH2:16][CH2:17][S:18][CH2:19][CH:3]3[C:2](=[O:1])[NH:7][C:6]=2[CH:8]=1 |f:1.2,3.4.5.6.7.8|. The solvent is O (water), C(C)(=O)OCC (ethyl acetate), O (water), O1CCCC1 (tetrahydrofuran). Product: OCC1=CC=2NC(C3N(C2N=C1)CCSC3)=O (3-(hydroxymethyl)-6a,7,9,10-tetrahydropyrido[3,2-e][1,4]thiazino[4,3-a]pyrazin-6(5H)-one). Isolated yield 143.3%. Starting materials: O=C1C2N(C3=C(N1)C=C(C=N3)C(=O)OC)CCSC2 (Methyl 6-oxo-5,6,6a,7,9,10-hexahydropyrido[3,2-e][1,4]thiazino[4,3-a]pyrazine-3-carboxylate), CO (MeOH), [H-].[Na+] (NaH), [H-].[Al+3].[Li+].[H-].[H-].[H-] (lithium aluminum hydride). Conditions: temperature -78 celsius, time 30 minute. Reported procedure: Methyl 6-oxo-5,6,6a,7,9,10-hexahydropyrido[3,2-e][1,4]thiazino[4,3-a]pyrazine-3-carboxylate (386 mg, 1.38 mmol) was taken up in tetrahydrofuran (25 mL) in an inert environment. To the stirred suspension at room temperature was added NaH (60% dispersion in mineral oil, 121 mg, 3.03 mmol) and stirred 30 min. The reaction was cooled to −78° C. and lithium aluminum hydride (3 mL, 2M in THF) was added. The reaction was stirred at a temperature between −20 and −10° C. for 3 h. The reaction was cooled ... The reactants are C(C)OC(C1=CC(=CC=C1)OC1=CC(=C(C=C1)O)CC=C)=O (3-(3-allyl-4-hydroxyphenoxy)benzoic acid ethyl ester). The reagents and catalysts are [Pd] (palladium-on-carbon). Run in CO (methanol). Run at time 48 hour. Product: C(C)OC(C1=CC(=CC=C1)OC1=CC(=C(C=C1)O)CCC)=O (3-(4-Hydroxy-3-propylphenoxy)benzoic Acid Ethyl Ester). Yield: 96.0%. Reaction SMILES: [CH2:1]([O:3][C:4](=[O:22])[C:5]1[CH:10]=[CH:9][CH:8]=[C:7]([O:11][C:12]2[CH:17]=[CH:16][C:15]([OH:18])=[C:14]([CH2:19][CH:20]=[CH2:21])[CH:13]=2)[CH:6]=1)[CH3:2]>CO.[Pd]>[CH2:1]([O:3][C:4](=[O:22])[C:5]1[CH:10]=[CH:9][CH:8]=[C:7]([O:11][C:12]2[CH:17]=[CH:16][C:15]([OH:18])=[C:14]([CH2:19][CH2:20][CH3:21])[CH:13]=2)[CH:6]=1)[CH3:2]. Procedure: To a solution of 3-(3-allyl-4-hydroxyphenoxy)benzoic acid ethyl ester (Gapinski, D. M.; Mallet, B. E.; Froelich, L. L.; Jackson, W. T., J. Med. Chem., 33, 2798-2813 (1990) incorporated herein by reference; 2.45 g) in methanol (15 mL) was added 10% palladium-on-carbon (300 mg). Hydrogen was bubbled through the resulting suspension for 5 minutes. The mixture was placed under 1 arm of hydrogen with stirring for 48 hours at room temperature. The mixture was de-gassed with nitrogen, filtered, and con...